Dataset: the Open Reaction Database (ORD), a public repository of structured organic reaction records. Task: describe an organic reaction: reactants, conditions, products, and yield Starting materials: 10B, O1C2=C(OCC1)C(=CC=C2)C=O (2,3-dihydrobenzo[b][1,4]dioxine-5-carbaldehyde), 10F, FC(OC1=CC=C(C=C1)CN)(F)F ((4-(trifluoromethoxy)phenyl)methanamine). The product is O1C2=C(OCC1)C(=CC=C2)C2CC(C(N2CC2=CC=C(C=C2)OC(F)(F)F)=O)O (rac-(3R*,5S*)-5-(2,3-dihydrobenzo[b][1,4]dioxin-5-yl)-3-hydroxy-1-(4-(trifluoromethoxy)benzyl)pyrrolidin-2-one). As a reaction SMILES: [F:1][C:2]([F:13])([F:12])[O:3][C:4]1[CH:9]=[CH:8][C:7]([CH2:10][NH2:11])=[CH:6][CH:5]=1.[O:14]1[CH2:19][CH2:18][O:17][C:16]2[C:20]([CH:24]=O)=[CH:21][CH:22]=[CH:23][C:15]1=2>>[O:14]1[CH2:19][CH2:18][O:17][C:16]2[C:20]([CH:24]3[N:11]([CH2:10][C:7]4[CH:6]=[CH:5][C:4]([O:3][C:2]([F:12])([F:13])[F:1])=[CH:9][CH:8]=4)[C:15](=[O:14])[CH:16]([OH:17])[CH2:20]3)=[CH:21][CH:22]=[CH:23][C:15]1=2. Reported procedure: Prepared according to the described general procedures 10A2 (GP10A2), 10B (GP10B) and 10F (GP10F) using commercially available (4-(trifluoromethoxy)phenyl)methanamine and commercially available 2,3-dihydrobenzo[b][1,4]dioxine-5-carbaldehyde. Subsequent purification by preparative HPLC afforded the target compound. LC-MS (conditions A): tR=0.79 min.; [M+H]+: 409.94 g/mol. Reactants: solution, [H-].C(C(C)C)[Al+]CC(C)C (diisobutylaluminium hydride), FC(C1=C(C(=O)OC)C(=CC=C1)C(F)(F)F)(F)F (methyl 2,6-bis-trifluoromethyl-benzoate), [K] (potassium), [Na] (sodium). Solvent: C1(=CC=CC=C1)C (toluene). Conditions: time 4 hour. Product: FC(C1=C(CO)C(=CC=C1)C(F)(F)F)(F)F (2,6-bis-trifluoromethyl-benzyl alcohol). Isolated yield 94.1%. As a reaction SMILES: [H-].C([Al+]CC(C)C)C(C)C.[F:11][C:12]([F:28])([F:27])[C:13]1[CH:22]=[CH:21][CH:20]=[C:19]([C:23]([F:26])([F:25])[F:24])[C:14]=1[C:15](OC)=[O:16].[K].[Na]>C1(C)C=CC=CC=1>[F:11][C:12]([F:27])([F:28])[C:13]1[CH:22]=[CH:21][CH:20]=[C:19]([C:23]([F:26])([F:24])[F:25])[C:14]=1[CH2:15][OH:16] |f:0.1,^1:28,29|. Reported procedure: 58 ml of a 1.2M solution of diisobutylaluminium hydride (DIBAH) were added at 0° C. to a solution of 5.59 g of the product of Stage A and 60 ml of toluene. The temperature was allowed to return to 20° C. and the reaction mixture was stirred for 4 hours, then poured into a molar solution of potassium and sodium double tartrate and extracted with isopropyl ether. The aqueous phase was saturated with sodium chloride, followed by extraction with ethyl acetate, drying, filtering, rinsing and bringing... Reactants: COc1cc2nccc(Oc3ccc(N)cc3)c2cc1OC, CCN(C(C)C)C(C)C, ClC(Cl)Cl, O=C(OC(Cl)(Cl)Cl)OC(Cl)(Cl)Cl, CCc1nnc(N)s1, O. Product: CCc1nnc(NC(=O)Nc2ccc(Oc3ccnc4cc(OC)c(OC)cc34)cc2)s1. Reaction SMILES: [CH3:1][O:2][c:3]1[cH:4][c:5]2[c:6]([O:15][c:16]3[cH:17][cH:18][c:19]([NH2:20])[cH:21][cH:22]3)[cH:7][cH:8][n:9][c:10]2[cH:11][c:12]1[O:13][CH3:14].[CH:23]([N:24]([CH:25]([CH3:26])[CH3:27])[CH2:28][CH3:29])([CH3:30])[CH3:31].[CH:52]([Cl:53])([Cl:54])[Cl:55].[Cl:32][C:33]([Cl:34])([O:35][C:36]([O:37][C:38]([Cl:39])([Cl:40])[Cl:41])=[O:42])[Cl:43].[NH2:44][c:45]1[s:46][c:47]([CH2:50][CH3:51])[n:48][n:49]1.[OH2:56]>>[CH3:1][O:2][c:3]1[cH:4][c:5]2[c:6]([O:15][c:16]3[cH:17][cH:18][c:19]([NH:20][C:36](=[O:42])[NH:44][c:45]4[s:46][c:47]([CH2:50][CH3:51])[n:48][n:49]4)[cH:21][cH:22]3)[cH:7][cH:8][n:9][c:10]2[cH:11][c:12]1[O:13][CH3:14].